The task is: describe an organic reaction: reactants, conditions, products, and yield. This data is from the Open Reaction Database (ORD), a public repository of structured organic reaction records. The product is COc1ccc(CC(NC(=O)c2cccc3ccccc23)C(O)c2ccc(F)cc2)cc1. The reactants are O=C([O-])O, CCOC(C)=O, COc1ccc(CC(N)C(O)c2ccc(F)cc2)cc1, [Na+], O, O=C(Cl)c1cccc2ccccc12. As a reaction SMILES: [C:34](=[O:35])([O-:36])[OH:37].[CH3:39][CH2:40][O:41][C:42](=[O:43])[CH3:44].[NH2:1][CH:2]([CH:3]([OH:4])[c:5]1[cH:6][cH:7][c:8]([F:11])[cH:9][cH:10]1)[CH2:12][c:13]1[cH:14][cH:15][c:16]([O:19][CH3:20])[cH:17][cH:18]1.[Na+:38].[OH2:45].[c:21]1([C:31](=[O:32])[Cl:33])[cH:22][cH:23][cH:24][c:25]2[cH:26][cH:27][cH:28][cH:29][c:30]12>>[NH:1]([CH:2]([CH:3]([OH:4])[c:5]1[cH:6][cH:7][c:8]([F:11])[cH:9][cH:10]1)[CH2:12][c:13]1[cH:14][cH:15][c:16]([O:19][CH3:20])[cH:17][cH:18]1)[C:31]([c:21]1[cH:22][cH:23][cH:24][c:25]2[cH:26][cH:27][cH:28][cH:29][c:30]12)=[O:32]. The reactants are F[B-](F)(F)F, O=C(O)C(=O)c1c[nH]c2c(Br)ncc(F)c12, CCN(C(C)C)C(C)C, CN(C)C=O, c1ccc(-n2nnnc2N2CCNCC2)cc1, CN(C)C(On1nnc2ccccc21)=[N+](C)C. Product: O=C(C(=O)N1CCN(c2nnnn2-c2ccccc2)CC1)c1c[nH]c2c(Br)ncc(F)c12. Reaction SMILES: [B-:43]([F:44])([F:45])([F:46])[F:47].[Br:1][c:2]1[n:3][cH:4][c:5]([F:16])[c:6]2[c:7]1[nH:8][cH:9][c:10]2[C:11]([C:12](=[O:13])[OH:14])=[O:15].[CH:34]([N:35]([CH2:36][CH3:37])[CH:38]([CH3:39])[CH3:40])([CH3:41])[CH3:42].[O:65]=[CH:66][N:67]([CH3:68])[CH3:69].[c:17]1(-[n:23]2[n:24][n:25][n:26][c:27]2[N:28]2[CH2:29][CH2:30][NH:31][CH2:32][CH2:33]2)[cH:18][cH:19][cH:20][cH:21][cH:22]1.[n:48]1([O:49][C:50]([N:51]([CH3:52])[CH3:53])=[N+:54]([CH3:55])[CH3:56])[c:57]2[cH:58][cH:59][cH:60][cH:61][c:62]2[n:63][n:64]1>>[Br:1][c:2]1[n:3][cH:4][c:5]([F:16])[c:6]2[c:7]1[nH:8][cH:9][c:10]2[C:11]([C:12](=[O:14])[N:31]1[CH2:30][CH2:29][N:28]([c:27]2[n:23](-[c:17]3[cH:18][cH:19][cH:20][cH:21][cH:22]3)[n:24][n:25][n:26]2)[CH2:33][CH2:32]1)=[O:15]. The reactants are CO, C[O-], COC(=O)C(Cl)Cl, Cl, [Na+], O, Oc1ccccc1O. The product is COC(=O)C1Oc2ccccc2O1. RXN SMILES: [CH3:20][OH:21].[CH3:9][O-:10].[Cl:12][CH:13]([C:14](=[O:15])[O:16][CH3:17])[Cl:18].[ClH:19].[Na+:11].[OH2:22].[OH:1][c:2]1[cH:3][cH:4][cH:5][cH:6][c:7]1[OH:8]>>[O:1]1[c:2]2[cH:3][cH:4][cH:5][cH:6][c:7]2[O:8][CH:13]1[C:14](=[O:15])[O:16][CH3:17]. Starting materials: C(CC)N (propylamine), resultant suspension, [OH-].[Na+] (sodium hydroxide), NC(=O)N (urea), Cl (hydrochloric acid), C1(CCCCC1)N=C=NC1CCCCC1 (N,N'-dicyclohexylcarbodiimide), [N+](=O)([O-])C1=CC=C(C=C1)C1(C(C1)C(=O)O)C(=O)O (1-(4-nitrophenyl)-1,2-cyclopropanedicarboxylic acid). Run in O1CCCC1 (tetrahydrofuran), O1CCCC1 (tetrahydrofuran). Conditions: time 1 hour. Product: NC1=CC=C(C=C1)C1(C(C1)C(=O)O)C(=O)O (1-(4-Aminophenyl)-1,2-cyclopropanedicarboxylic acid). As a reaction SMILES: C1(N=C=NC2CCCCC2)CCCCC1.[N+:16]([C:19]1[CH:24]=[CH:23][C:22]([C:25]2([C:31]([OH:33])=[O:32])[CH2:27][CH:26]2[C:28]([OH:30])=[O:29])=[CH:21][CH:20]=1)([O-])=O.C(N)CC.[OH-].[Na+].NC(N)=O.Cl>O1CCCC1>[NH2:16][C:19]1[CH:24]=[CH:23][C:22]([C:25]2([C:31]([OH:33])=[O:32])[CH2:27][CH:26]2[C:28]([OH:30])=[O:29])=[CH:21][CH:20]=1 |f:3.4|. Reported procedure: 2.1 g of N,N'-dicyclohexylcarbodiimide are added to a solution of 2.5 g of 1-(4-nitrophenyl)-1,2-cyclopropanedicarboxylic acid in 50 ml of tetrahydrofuran and the mixture is stirred for 1 hour at room temperature. A solution of 0.83 ml of propylamine and 10 ml of tetrahydrofuran is then added dropwise at room temperature to the resultant suspension. The mixture is then stirred at room temperature until reaction is complete. The solvent is evaporated off, the residue is taken up in water and 1 eq... The reactants are CN(C)CCCN, CC(C)C(N)=O, CCN(C(C)C)C(C)C, O=C(O)c1ccc(-n2nc3c4cccc(F)c4scc-3c2=O)cc1. Yields the product CN(C)CCCNC(=O)c1ccc(-n2nc3c4cccc(F)c4scc-3c2=O)cc1. RXN SMILES: [CH3:34][N:35]([CH2:36][CH2:37][CH2:38][NH2:39])[CH3:40].[CH3:41][CH:42]([CH3:43])[C:44]([NH2:45])=[O:46].[CH:25]([N:26]([CH:27]([CH3:28])[CH3:29])[CH2:30][CH3:31])([CH3:32])[CH3:33].[F:1][c:2]1[cH:3][cH:4][cH:5][c:6]2[c:7]1[s:8][cH:9][c:10]1[c:14](=[O:15])[n:13](-[c:16]3[cH:17][cH:18][c:19]([C:20](=[O:21])[OH:22])[cH:23][cH:24]3)[n:12][c:11]2-1>>[F:1][c:2]1[cH:3][cH:4][cH:5][c:6]2[c:7]1[s:8][cH:9][c:10]1[c:14](=[O:15])[n:13](-[c:16]3[cH:17][cH:18][c:19]([C:20](=[O:22])[NH:39][CH2:38][CH2:37][CH2:36][N:35]([CH3:34])[CH3:40])[cH:23][cH:24]3)[n:12][c:11]2-1. The reactants are O (water), C([O-])([O-])=O.[K+].[K+] (Potassium carbonate), BrC(C(=O)N)C1=CC=C(C=C1)F (2-bromo-2-(4-fluorophenyl)acetamide), OC1=CC=2C3=C(C=NC2C=C1OC)N(N=C3C3=CC=C(C#N)C=C3)C (4-(8-Hydroxy-7-methoxy-3-methyl-3H-pyrazolo[3,4-c]quinolin-1-yl)benzonitrile). Solvent: CN(C=O)C (N,N-dimethylformamide). Reaction conditions: temperature 120 celsius, time 18 hour. The product is C(#N)C1=CC=C(C=C1)C1=NN(C=2C=NC=3C=C(C(=CC3C21)OC(C(=O)N)C2=CC=C(C=C2)F)OC)C (2-[1-(4-cyanophenyl)-7-methoxy-3-methyl-3H-pyrazolo[3,4-c]quinolin-8-yloxy]-2-(4-fluorophenyl)acetamide). Isolated yield 47.6%. Reaction SMILES: [OH:1][C:2]1[C:11]([O:12][CH3:13])=[CH:10][C:9]2[N:8]=[CH:7][C:6]3[N:14]([CH3:25])[N:15]=[C:16]([C:17]4[CH:24]=[CH:23][C:20]([C:21]#[N:22])=[CH:19][CH:18]=4)[C:5]=3[C:4]=2[CH:3]=1.C(=O)([O-])[O-].[K+].[K+].Br[CH:33]([C:37]1[CH:42]=[CH:41][C:40]([F:43])=[CH:39][CH:38]=1)[C:34]([NH2:36])=[O:35].O>CN(C)C=O>[C:21]([C:20]1[CH:23]=[CH:24][C:17]([C:16]2[C:5]3[C:4]4[CH:3]=[C:2]([O:1][CH:33]([C:37]5[CH:42]=[CH:41][C:40]([F:43])=[CH:39][CH:38]=5)[C:34]([NH2:36])=[O:35])[C:11]([O:12][CH3:13])=[CH:10][C:9]=4[N:8]=[CH:7][C:6]=3[N:14]([CH3:25])[N:15]=2)=[CH:18][CH:19]=1)#[N:22] |f:1.2.3|. Procedure: 4-(8-Hydroxy-7-methoxy-3-methyl-3H-pyrazolo[3,4-c]quinolin-1-yl)benzonitrile (97.7 mg, 296 μmol) is dissolved in N,N-dimethylformamide (3.7 ml). Potassium carbonate (102 mg, 738 μmol) and 2-bromo-2-(4-fluorophenyl)acetamide (170 mg, 733 μmol) are subsequently added. The reaction mixture is stirred at 120° C. for 18 h. When the reaction is complete, the mixture is poured into water (50 ml) and extracted three times with ethyl acetate (50 ml each time). The combined organic phases are dried over N... Reactants: COC(=O)C(N)CC(C)C, COc1ccc(C(=O)O)cc1Cl, Cl. Yields the product COC(=O)C(CC(C)C)NC(=O)c1ccc(OC)c(Cl)c1. Reaction SMILES: [CH3:14][O:15][C:16]([CH:17]([NH2:18])[CH2:19][CH:20]([CH3:21])[CH3:22])=[O:23].[Cl:1][c:2]1[cH:3][c:4]([C:5](=[O:6])[OH:7])[cH:8][cH:9][c:10]1[O:11][CH3:12].[ClH:13]>>[Cl:1][c:2]1[cH:3][c:4]([C:5](=[O:7])[NH:18][CH:17]([C:16]([O:15][CH3:14])=[O:23])[CH2:19][CH:20]([CH3:21])[CH3:22])[cH:8][cH:9][c:10]1[O:11][CH3:12].